From a dataset of the Open Reaction Database (ORD), a public repository of structured organic reaction records. describe an organic reaction: reactants, conditions, products, and yield Starting materials: [O-]Cl.[Na+] (NaOCl), Na2HPO4, COC([C@@]1(OC2=C(C=C1)C=C(C=C2)[N+](=O)[O-])C)OC ((2R)-2-dimethoxymethyl-2-methyl-6-nitro-2H-1-benzopyran). The reagents and catalysts are catalyst. The solvent is C(Cl)Cl (CH2Cl2). Reaction conditions: time 8 hour. Yields the product COC([C@@]1(OC2=C([C@H]3[C@@H]1O3)C=C(C=C2)[N+](=O)[O-])C)OC ((2R, 3S,4S)-3,4-dihydro-2-dimethoxymethyl-3,4-epoxy-2-methyl-6-nitro-2H-1-benzopyran). Isolated yield 77.0%. Reaction SMILES: [O-:1]Cl.[Na+].[CH3:4][O:5][CH:6]([O:21][CH3:22])[C@@:7]1([CH3:20])[CH:12]=[CH:11][C:10]2[CH:13]=[C:14]([N+:17]([O-:19])=[O:18])[CH:15]=[CH:16][C:9]=2[O:8]1>C(Cl)Cl>[CH3:22][O:21][CH:6]([O:5][CH3:4])[C@@:7]1([CH3:20])[C@H:12]2[O:1][C@H:11]2[C:10]2[CH:13]=[C:14]([N+:17]([O-:19])=[O:18])[CH:15]=[CH:16][C:9]=2[O:8]1 |f:0.1|. Procedure details: To the pre-cooled solution of 0.55 M NaOCl (55 mL, 30.0 mmol) and of 0.05 M Na2HPO4 (21.5 mL) at 0° C., (2R)-2-dimethoxymethyl-2-methyl-6-nitro-2H-1-benzopyran n(2 g, 7.5 mmol) and (R, R) Jacobson's catalyst (477.5 mg, 0.75 mmol) in CH2Cl2 (10 mL) was added. The reaction mixture was stirred at rt for 8 hr and then filtered through Celite to remove the jacobson's catalyst. The layer was separated and the organic layer was washed with brine, dried (Na2SO4), filtered, then concentrated under reduce... Starting materials: COCCOC, O=C(Cl)c1ccc(Cl)cc1, [H-], [Na+], O, c1ccc2c(CCN=c3sc4ccccc4s3)c[nH]c2c1. Product: O=C(c1ccc(Cl)cc1)n1cc(CCN=c2sc3ccccc3s2)c2ccccc21. Reaction SMILES: [CH3:35][O:36][CH2:37][CH2:38][O:39][CH3:40].[Cl:24][c:25]1[cH:26][cH:27][c:28]([C:29](=[O:30])[Cl:31])[cH:32][cH:33]1.[H-:1].[Na+:2].[OH2:34].[s:3]1[c:4](=[N:12][CH2:13][CH2:14][c:15]2[cH:16][nH:17][c:18]3[cH:19][cH:20][cH:21][cH:22][c:23]23)[s:5][c:6]2[c:7]1[cH:8][cH:9][cH:10][cH:11]2>>[s:3]1[c:4](=[N:12][CH2:13][CH2:14][c:15]2[cH:16][n:17]([C:29]([c:28]3[cH:27][cH:26][c:25]([Cl:24])[cH:33][cH:32]3)=[O:30])[c:18]3[cH:19][cH:20][cH:21][cH:22][c:23]23)[s:5][c:6]2[c:7]1[cH:8][cH:9][cH:10][cH:11]2. Starting materials: Solution, C(C)(C)(C)P(C(C)(C)C)C(C)(C)C (tri-tert-butylphosphine), C1CCCCC1 (cyclohexane), dichloro(bisbenzonitrile)palladium, C(C)(C)NC(C)C (N,N-diisopropylamine), BrC1=CC=C(C(=O)C2=CC=CC=C2)C=C1 (4-bromobenzophenone), C1(=CC=CC=C1)C#C (phenylacetylene). Reagents/catalysts: [Cu]I (copper(I) iodide). The solvent is O1CCCC1 (tetrahydrofuran), C1=CC=CC=C1 (benzene), O1CCCC1 (tetrahydrofuran). Run at time 5 minute. The product is C1(=CC=CC=C1)C(=O)C1=CC=C(C=C1)C#CC1=CC=CC=C1 (phenyl-[4-(phenylethynyl)phenyl]methanone). RXN SMILES: C(P(C(C)(C)C)C(C)(C)C)(C)(C)C.C1CCCCC1.C(NC(C)C)(C)C.Br[C:28]1[CH:41]=[CH:40][C:31]([C:32]([C:34]2[CH:39]=[CH:38][CH:37]=[CH:36][CH:35]=2)=[O:33])=[CH:30][CH:29]=1.[C:42]1([C:48]#[CH:49])[CH:47]=[CH:46][CH:45]=[CH:44][CH:43]=1>O1CCCC1.C1C=CC=CC=1.[Cu]I>[C:34]1([C:32]([C:31]2[CH:40]=[CH:41][C:28]([C:49]#[C:48][C:42]3[CH:47]=[CH:46][CH:45]=[CH:44][CH:43]=3)=[CH:29][CH:30]=2)=[O:33])[CH:39]=[CH:38][CH:37]=[CH:36][CH:35]=1. Procedure details: In argon atmosphere, 0.15 M Solution of tri-tert-butylphosphine in cyclohexane (12.0 mL, 18.0 mmol) was added to a stirred suspension of copper(I) iodide (350 mg, 1.8 mmol) and dichloro(bisbenzonitrile)palladium (350 mg, 0.9 mmol) in tetrahydrofuran (100 mL) at ambient temperature. The mixture was stirred for 5 min, N,N-diisopropylamine (4.5 mL, 30 mmol) was added, the mixture was stirred for next 5 min and then a solution of 4-bromobenzophenone (3.92 g, 15 mmol) and phenylacetylene (2.30 g, 22.... Starting materials: NC1=C(C=CC(=N1)C(=O)N[C@H](C1=NC=CC=C1F)C1=CC(=C(C=C1)OC(F)(F)F)F)O ((S)-6-amino-N-((3-fluoro-4-(trifluoromethoxy)phenyl)(3-fluoropyridin-2-yl)methyl)-5-hydroxypicolinamide), TEA, ClC(Cl)(OC(OC(Cl)(Cl)Cl)=O)Cl (triphosgene), CCOC(=O)C (EtOAc). Solvent: C1CCOC1 (THF), petroleum ether. Run at time 2 hour. Yields the product FC=1C=C(C=CC1OC(F)(F)F)[C@H](NC(=O)C1=CC=C2C(=N1)NC(O2)=O)C2=NC=CC=C2F ((S)—N-((3-Fluoro-4-(trifluoromethoxy)phenyl)(3-fluoropyridin-2-yl)methyl)-2-oxo-2,3-dihydrooxazolo[4,5-b]pyridine-5-carboxamide). As a reaction SMILES: [NH2:1][C:2]1[N:7]=[C:6]([C:8]([NH:10][C@@H:11]([C:19]2[CH:24]=[CH:23][C:22]([O:25][C:26]([F:29])([F:28])[F:27])=[C:21]([F:30])[CH:20]=2)[C:12]2[C:17]([F:18])=[CH:16][CH:15]=[CH:14][N:13]=2)=[O:9])[CH:5]=[CH:4][C:3]=1[OH:31].Cl[C:33](Cl)([O:35]C(=O)OC(Cl)(Cl)Cl)Cl.CCOC(C)=O>C1COCC1>[F:30][C:21]1[CH:20]=[C:19]([C@@H:11]([C:12]2[C:17]([F:18])=[CH:16][CH:15]=[CH:14][N:13]=2)[NH:10][C:8]([C:6]2[N:7]=[C:2]3[NH:1][C:33](=[O:35])[O:31][C:3]3=[CH:4][CH:5]=2)=[O:9])[CH:24]=[CH:23][C:22]=1[O:25][C:26]([F:29])([F:27])[F:28]. Reported procedure: To a solution of (S)-6-amino-N-((3-fluoro-4-(trifluoromethoxy)phenyl)(3-fluoropyridin-2-yl)methyl)-5-hydroxypicolinamide (300 mg, 0.681 mmol) in THF (10 mL) was added TEA (689.4 mg, 0.00068 mmol, S.d fine, India) and triphosgene (242 mg, 0.0008 mmol, Sigma Aldrich, India) at 0° C. The reaction mixture was stirred for 2 h at room temperature. After completion of the reaction, monitored by TLC (TLC eluent: 50% EtOAc in petroleum ether), the reaction mixture was quenched with sat'd NaHCO3 solution ... Reactants: ClC=1N=C(C(=NC1)N(S(=O)(=O)C=1C(=CC=CC1)C1=CC=C(C=C1)OC1OCCCC1)C(=O)OCC(C)C)OC (N-(5-Chloro-3-methoxypyrazin-2-yl)- N-(isobutoxycarbonyl)-4'-[2-(2 H)-tetrahydropyranyloxy]-2-biphenylsulphonamide), [NH+]1=CC=CC=C1.C1(=CC=C(C=C1)S(=O)(=O)[O-])C (pyridinium p-toluenesulphonate). The solvent is C(C)O (ethanol). Product: ClC=1N=C(C(=NC1)N(S(=O)(=O)C=1C(=CC=CC1)C1=CC=C(C=C1)O)C(=O)OCC(C)C)OC (N-(5-chloro-3-methoxypyrazin-2-yl)-4'-hydroxy- N-(isobutoxycarbonyl)-2-biphenylsulphonamide). Yield: 97.8%. As a reaction SMILES: [Cl:1][C:2]1[N:3]=[C:4]([O:38][CH3:39])[C:5]([N:8]([C:31]([O:33][CH2:34][CH:35]([CH3:37])[CH3:36])=[O:32])[S:9]([C:12]2[C:13]([C:18]3[CH:23]=[CH:22][C:21]([O:24]C4CCCCO4)=[CH:20][CH:19]=3)=[CH:14][CH:15]=[CH:16][CH:17]=2)(=[O:11])=[O:10])=[N:6][CH:7]=1.[NH+]1C=CC=CC=1.C1(C)C=CC(S([O-])(=O)=O)=CC=1>C(O)C>[Cl:1][C:2]1[N:3]=[C:4]([O:38][CH3:39])[C:5]([N:8]([C:31]([O:33][CH2:34][CH:35]([CH3:37])[CH3:36])=[O:32])[S:9]([C:12]2[C:13]([C:18]3[CH:19]=[CH:20][C:21]([OH:24])=[CH:22][CH:23]=3)=[CH:14][CH:15]=[CH:16][CH:17]=2)(=[O:11])=[O:10])=[N:6][CH:7]=1 |f:1.2|. Reported procedure: N-(5-Chloro-3-methoxypyrazin-2-yl)- N-(isobutoxycarbonyl)-4'-[2-(2 H)-tetrahydropyranyloxy]-2-biphenylsulphonamide (1.15 g) and pyridinium-p-toluenesulphonate (50 mg) in ethanol (50 ml) was heated at 60° C. for 3 hours. Volatile material was removed by evaporation and the residue was triturated with etherexane (1:1 v/v) to give N-(5-chloro-3-methoxypyrazin-2-yl)-4'-hydroxy- N-(isobutoxycarbonyl)-2-biphenylsulphonamide (0.96 g), m.p. 175°-177° C.; microanalysis found: C, 53.9; H, 4.8; N, 8.2%; C2... Starting materials: COC(=O)C1(c2ccccc2)CCNCC1, COc1cc(C(=O)N2CCC(CCCS(=O)(=O)[O-])(c3ccc(Cl)c(Cl)c3)C2)cc(OC)c1OC, Cl. Yields the product COC(=O)C1(c2ccccc2)CCN(CCC2(c3ccc(Cl)c(Cl)c3)CCN(C(=O)c3cc(OC)c(OC)c(OC)c3)C2)CC1. RXN SMILES: [CH3:36][O:37][C:38](=[O:39])[C:40]1([c:46]2[cH:47][cH:48][cH:49][cH:50][cH:51]2)[CH2:41][CH2:42][NH:43][CH2:44][CH2:45]1.[Cl:1][c:2]1[cH:3][c:4]([C:9]2([CH2:28][CH2:29][CH2:30][S:31]([O-:32])(=[O:33])=[O:34])[CH2:10][N:11]([C:14]([c:15]3[cH:16][c:17]([O:25][CH3:26])[c:18]([O:23][CH3:24])[c:19]([O:21][CH3:22])[cH:20]3)=[O:27])[CH2:12][CH2:13]2)[cH:5][cH:6][c:7]1[Cl:8].[ClH:35]>>[Cl:1][c:2]1[cH:3][c:4]([C:9]2([CH2:28][CH2:29][N:43]3[CH2:42][CH2:41][C:40]([C:38]([O:37][CH3:36])=[O:39])([c:46]4[cH:47][cH:48][cH:49][cH:50][cH:51]4)[CH2:45][CH2:44]3)[CH2:10][N:11]([C:14]([c:15]3[cH:16][c:17]([O:25][CH3:26])[c:18]([O:23][CH3:24])[c:19]([O:21][CH3:22])[cH:20]3)=[O:27])[CH2:12][CH2:13]2)[cH:5][cH:6][c:7]1[Cl:8]. Reactants: Fc1cc(Br)ccc1I, O=C([O-])[O-], CCO, Cc1ccccc1, OB(O)c1ccnc(F)c1, [Na+], [Na+], O, c1ccc(P(c2ccccc2)(c2ccccc2)[Pd](P(c2ccccc2)(c2ccccc2)c2ccccc2)(P(c2ccccc2)(c2ccccc2)c2ccccc2)P(c2ccccc2)(c2ccccc2)c2ccccc2)cc1. The product is Fc1cc(-c2ccc(Br)cc2F)ccn1. Reaction SMILES: [Br:1][c:2]1[cH:3][c:4]([F:9])[c:5]([I:8])[cH:6][cH:7]1.[C:20](=[O:21])([O-:22])[O-:23].[CH3:110][CH2:111][OH:112].[CH3:26][c:27]1[cH:28][cH:29][cH:30][cH:31][cH:32]1.[F:10][c:11]1[n:12][cH:13][cH:14][c:15]([B:17]([OH:18])[OH:19])[cH:16]1.[Na+:24].[Na+:25].[OH2:113].[cH:33]1[cH:34][cH:35][c:36]([P:37]([Pd:38]([P:39]([c:40]2[cH:41][cH:42][cH:43][cH:44][cH:45]2)([c:46]2[cH:47][cH:48][cH:49][cH:50][cH:51]2)[c:52]2[cH:53][cH:54][cH:55][cH:56][cH:57]2)([P:58]([c:59]2[cH:60][cH:61][cH:62][cH:63][cH:64]2)([c:65]2[cH:66][cH:67][cH:68][cH:69][cH:70]2)[c:71]2[cH:72][cH:73][cH:74][cH:75][cH:76]2)[P:77]([c:78]2[cH:79][cH:80][cH:81][cH:82][cH:83]2)([c:84]2[cH:85][cH:86][cH:87][cH:88][cH:89]2)[c:90]2[cH:91][cH:92][cH:93][cH:94][cH:95]2)([c:96]2[cH:97][cH:98][cH:99][cH:100][cH:101]2)[c:102]2[cH:103][cH:104][cH:105][cH:106][cH:107]2)[cH:108][cH:109]1>>[Br:1][c:2]1[cH:3][c:4]([F:9])[c:5](-[c:15]2[cH:14][cH:13][n:12][c:11]([F:10])[cH:16]2)[cH:6][cH:7]1. Starting materials: CO, [Na+], [OH-], O, CC(=O)OCCCCS(=O)(=O)c1ccccc1. Product: O=S(=O)(CCCCO)c1ccccc1. As a reaction SMILES: [CH3:20][OH:21].[Na+:19].[OH-:18].[OH2:22].[c:1]1([S:7](=[O:8])(=[O:9])[CH2:10][CH2:11][CH2:12][CH2:13][O:14][C:15](=[O:16])[CH3:17])[cH:2][cH:3][cH:4][cH:5][cH:6]1>>[c:1]1([S:7](=[O:8])(=[O:9])[CH2:10][CH2:11][CH2:12][CH2:13][OH:14])[cH:2][cH:3][cH:4][cH:5][cH:6]1.